Dataset: the Open Reaction Database (ORD), a public repository of structured organic reaction records. Task: describe an organic reaction: reactants, conditions, products, and yield Starting materials: C(C1=CC=CC=C1)OC1=C(C(=O)OC)C=C(C=C1)[C@H](CBr)O (methyl 2-(benzyloxy)-5-[(1R)-2-bromo-1-hydroxyethyl]benzoate), N1C=NC=C1 (imidazole), [Si](C)(C)(C(C)(C)C)Cl (tert-butyldimethylsilyl chloride). The reagents and catalysts are CN(C1=CC=NC=C1)C (4-(dimethylamino)pyridine). Solvent: CN(C)C=O (DMF). Run at time 24 hour. Yields the product C(C1=CC=CC=C1)OC1=C(C(=O)OC)C=C(C=C1)[C@H](CBr)O[Si](C)(C)C(C)(C)C (Methyl 2-(benzyloxy)-5-((1R)-2-bromo-1-{[tert-butyl(dimethyl)silyl]oxy}ethyl)benzoate). Isolated yield 97.3%. RXN SMILES: [CH2:1]([O:8][C:9]1[CH:18]=[CH:17][C:16]([C@@H:19]([OH:22])[CH2:20][Br:21])=[CH:15][C:10]=1[C:11]([O:13][CH3:14])=[O:12])[C:2]1[CH:7]=[CH:6][CH:5]=[CH:4][CH:3]=1.N1C=CN=C1.[Si:28](Cl)([C:31]([CH3:34])([CH3:33])[CH3:32])([CH3:30])[CH3:29]>CN(C)C1C=CN=CC=1.CN(C=O)C>[CH2:1]([O:8][C:9]1[CH:18]=[CH:17][C:16]([C@@H:19]([O:22][Si:28]([C:31]([CH3:34])([CH3:33])[CH3:32])([CH3:30])[CH3:29])[CH2:20][Br:21])=[CH:15][C:10]=1[C:11]([O:13][CH3:14])=[O:12])[C:2]1[CH:3]=[CH:4][CH:5]=[CH:6][CH:7]=1. Procedure details: A solution of methyl 2-(benzyloxy)-5-[(1R)-2-bromo-1-hydroxyethyl]benzoate (71.05 g, 195 mmol), imidazole (18.52 g, 272 mmol), tert-butyldimethylsilyl chloride (32.23 g, 214 mmol) and 4-(dimethylamino)pyridine (0.44 g, 3.6 mmol) in DMF (270 ml) was left to stir at room temperature under a nitrogen atmosphere for a period of 24 hours. The solvent was removed in vacuo and the residue partitioned between ethyl acetate (500 ml) and water (500 ml). The organic phase was separated and washed with 2N h... The reactants are BrC1=NN(C2=CC=C(C=C12)C(=O)O)C(C1=CC=CC=C1)(C1=CC=CC=C1)C1=CC=CC=C1 (3-bromo-1-trityl-1H-indazole-5-carboxylic acid), N1=CC=C(C=C1)B(O)O (pyridin-4-ylboronic acid), tetrakis(triphenyl-phosphine)palladium. Conditions: temperature 80 celsius. Yields the product N1=CC=C(C=C1)C1=NN(C2=CC=C(C=C12)C(=O)O)C(C1=CC=CC=C1)(C1=CC=CC=C1)C1=CC=CC=C1 (3-(pyridin-4-yl)-1-trityl-1H-indazole-5-carboxylic acid). RXN SMILES: Br[C:2]1[C:10]2[C:5](=[CH:6][CH:7]=[C:8]([C:11]([OH:13])=[O:12])[CH:9]=2)[N:4]([C:14]([C:27]2[CH:32]=[CH:31][CH:30]=[CH:29][CH:28]=2)([C:21]2[CH:26]=[CH:25][CH:24]=[CH:23][CH:22]=2)[C:15]2[CH:20]=[CH:19][CH:18]=[CH:17][CH:16]=2)[N:3]=1.[N:33]1[CH:38]=[CH:37][C:36](B(O)O)=[CH:35][CH:34]=1>>[N:33]1[CH:38]=[CH:37][C:36]([C:2]2[C:10]3[C:5](=[CH:6][CH:7]=[C:8]([C:11]([OH:13])=[O:12])[CH:9]=3)[N:4]([C:14]([C:27]3[CH:32]=[CH:31][CH:30]=[CH:29][CH:28]=3)([C:21]3[CH:26]=[CH:25][CH:24]=[CH:23][CH:22]=3)[C:15]3[CH:20]=[CH:19][CH:18]=[CH:17][CH:16]=3)[N:3]=2)=[CH:35][CH:34]=1. Reported procedure: 3-bromo-1-trityl-1H-indazole-5-carboxylic acid (500 mg, 1.04 mol) was added to a vial containing pyridin-4-ylboronic acid (128 mg, 1.04 mol) and tetrakis(triphenyl-phosphine)palladium (120 mg, 0.104 mol). After purging the vial with nitrogen gas, dioxane (5 mL) and 2M sodium carbonate (5 mL) was added to the vial respectively. The reaction mixture was stirred and was heated to 80° C. for overnight. Upon completion, the mixture was concentrated under vacuo. Water (30 mL) was added and pH was adju... As a reaction SMILES: [CH3:1][C:2]1[CH:7]=[C:6]([CH3:8])[CH:5]=[CH:4][C:3]=1[N:9]([CH2:28][CH:29]([CH3:31])[CH3:30])[S:10]([C:13]1[CH:18]=[CH:17][C:16]([O:19][CH2:20][CH:21]2[CH2:26][CH2:25][O:24][CH2:23][CH2:22]2)=[CH:15][C:14]=1F)(=[O:12])=[O:11].[CH3:32][O-:33].[Na+]>CO.ClCCl>[CH3:1][C:2]1[CH:7]=[C:6]([CH3:8])[CH:5]=[CH:4][C:3]=1[N:9]([CH2:28][CH:29]([CH3:31])[CH3:30])[S:10]([C:13]1[CH:18]=[CH:17][C:16]([O:19][CH2:20][CH:21]2[CH2:26][CH2:25][O:24][CH2:23][CH2:22]2)=[CH:15][C:14]=1[O:33][CH3:32])(=[O:12])=[O:11] |f:1.2|. Yields the product CC1=C(C=CC(=C1)C)N(S(=O)(=O)C1=C(C=C(C=C1)OCC1CCOCC1)OC)CC(C)C (N-(2,4-dimethylphenyl)-N-isobutyl-2-methoxy-4-((tetrahydro-2H-pyran-4-yl)methoxy)benzenesulfonamide). Procedure details: To a stirred solution of N-(2,4-dimethylphenyl)-2-fluoro-N-isobutyl-4-((tetrahydro-2H-pyran-4-yl)methoxy)benzenesulfonamide (358 mg, 0.478 mmol) in methanol (1 mL) at room temperature was added 25% sodium methoxide in methanol (109 uL, 0.478 mmol). The reaction mixture was stirred at room temperature for 2 hours, then heated to reflux for 1 hour. The reaction was quenched with water (1 mL) and the solvents removed in vacuo to give a yellow solid. The crude residue was dissolved in dichloromethan... Run at time 2 hour. Starting materials: CC1=C(C=CC(=C1)C)N(S(=O)(=O)C1=C(C=C(C=C1)OCC1CCOCC1)F)CC(C)C (N-(2,4-dimethylphenyl)-2-fluoro-N-isobutyl-4-((tetrahydro-2H-pyran-4-yl)methoxy)benzenesulfonamide), C[O-].[Na+] (sodium methoxide), crude residue. Run in CO (methanol), CO (methanol), ClCCl (dichloromethane). The reactants are CO, COC(=O)C1CCN(C(=O)OC)C(Cc2ccc(Cl)cc2)C1, [Li+], C1CCOC1, [OH-], O. The product is COC(=O)N1CCC(C(=O)O)CC1Cc1ccc(Cl)cc1. As a reaction SMILES: [CH3:25][OH:26].[Cl:1][c:2]1[cH:3][cH:4][c:5]([CH2:6][CH:7]2[N:8]([C:17](=[O:18])[O:19][CH3:20])[CH2:9][CH2:10][CH:11]([C:13](=[O:14])[O:15][CH3:16])[CH2:12]2)[cH:21][cH:22]1.[Li+:24].[O:28]1[CH2:29][CH2:30][CH2:31][CH2:32]1.[OH-:23].[OH2:27]>>[Cl:1][c:2]1[cH:3][cH:4][c:5]([CH2:6][CH:7]2[N:8]([C:17](=[O:18])[O:19][CH3:20])[CH2:9][CH2:10][CH:11]([C:13](=[O:14])[OH:15])[CH2:12]2)[cH:21][cH:22]1. The reactants are C(#N)[BH3-].[Na+] (sodium cyanoborohydride), C(C)(=O)O (acetic acid), NC[C@H](O)C=1C=CC(=C(C1)NS(=O)(=O)C)O (N-{5-[(1R)-2-amino-1-hydroxyethyl]-2-hydroxyphenyl}methanesulfonamide), FC1=C(CNC(=O)N2CCC(CC2)NC2=CC=C(C=C2)CC(OC)OC)C=C(C=C1)F (N-(2,5-Difluorobenzyl)-4-[4-(2,2-dimethoxyethyl)anilino]-1-piperidinecarboxamide), [I-].[Na+] (sodium iodide), Cl[Si](C)(Cl)Cl (trichloro(methyl)silane). Run in CO (methanol), ClCCl (Dichloromethane), C(C)#N (acetonitrile). Reaction conditions: time 10 minute. Yields the product FC1=C(CNC(=O)N2CCC(CC2)NC2=CC=C(C=C2)CCNC[C@@H](C2=CC(=C(C=C2)O)NS(=O)(=O)C)O)C=C(C=C1)F (4-(4-{2-[(2R)-2-Hydroxy-2-(4-hydroxY-3-methanesulfonylamino-phenyl)-ethylamino]-ethyl}-phenylamino)-piperidine-1-carboxylic Acid 2,5-difluoro-benzylamide). Yield: 46.4%. As a reaction SMILES: [F:1][C:2]1[CH:30]=[CH:29][C:28]([F:31])=[CH:27][C:3]=1[CH2:4][NH:5][C:6]([N:8]1[CH2:13][CH2:12][CH:11]([NH:14][C:15]2[CH:20]=[CH:19][C:18]([CH2:21][CH:22](OC)OC)=[CH:17][CH:16]=2)[CH2:10][CH2:9]1)=[O:7].[I-].[Na+].Cl[Si](Cl)(Cl)C.C(O)(=O)C.[NH2:43][CH2:44][C@@H:45]([C:47]1[CH:48]=[CH:49][C:50]([OH:58])=[C:51]([NH:53][S:54]([CH3:57])(=[O:56])=[O:55])[CH:52]=1)[OH:46].C([BH3-])#N.[Na+]>C(#N)C.CO.ClCCl>[F:1][C:2]1[CH:30]=[CH:29][C:28]([F:31])=[CH:27][C:3]=1[CH2:4][NH:5][C:6]([N:8]1[CH2:13][CH2:12][CH:11]([NH:14][C:15]2[CH:20]=[CH:19][C:18]([CH2:21][CH2:22][NH:43][CH2:44][C@H:45]([OH:46])[C:47]3[CH:48]=[CH:49][C:50]([OH:58])=[C:51]([NH:53][S:54]([CH3:57])(=[O:56])=[O:55])[CH:52]=3)=[CH:17][CH:16]=2)[CH2:10][CH2:9]1)=[O:7] |f:1.2,6.7|. Procedure details: N-(2,5-Difluorobenzyl)-4-[4-(2,2-dimethoxyethyl)anilino]-1-piperidinecarboxamide (0.30 g, 0.69 mmol) was added to a pre-prepared mixture of sodium iodide (0.16 g, 1.03 mmol) and trichloro(methyl)silane (0.132 mL, 1.05 mmol) in anhydrous acetonitrile. The reaction was stirred at ambient temperature for 10 minutes. Dichloromethane was added and the reaction washed with 10% sodium thiosulfate solution, water and brine. The organic layer was dried over anhydrous magnesium sulfate, filtered and the s... Reactants: C1(CCCC1)C1=C(C=C(COC2=CC=3C(=C4N(C3C=C2)CCC4CC(=O)OC(C)(C)C)I)C=C1)C(F)(F)F (tert-Butyl 2-(7-(4-cyclopentyl-3-(trifluoromethyl)benzyloxy)-9-iodo-2,3-dihydro-1H-pyrrolo[1,2-a]indol-1-yl)acetate), [Br-].C1(CCC1)[Zn+] (Cyclobutylzinc(II) bromide). The reagents and catalysts are CC(C)([P](C(C)(C)C)([Pd][P](C(C)(C)C)(C(C)(C)C)C(C)(C)C)C(C)(C)C)C (bis(tri-t-butylphosphine)palladium(0)). The solvent is C1CCOC1 (THF). Reaction conditions: temperature 70 celsius. Product: C1(CCC1)C1=C2N(C=3C=CC(=CC13)OCC1=CC(=C(C=C1)C1CCCC1)C(F)(F)F)CCC2CC(=O)OC(C)(C)C (tert-Butyl 2-(9-Cyclobutyl-7-(4-cyclopentyl-3-(trifluoromethyl)benzyloxy)-2,3-dihydro-1H-pyrrolo[1,2-a]indol-1-yl)acetate). Isolated yield 39.1%. Reaction SMILES: [CH:1]1([C:6]2[CH:34]=[CH:33][C:9]([CH2:10][O:11][C:12]3[CH:20]=[CH:19][C:18]4[N:17]5[CH2:21][CH2:22][CH:23]([CH2:24][C:25]([O:27][C:28]([CH3:31])([CH3:30])[CH3:29])=[O:26])[C:16]5=[C:15](I)[C:14]=4[CH:13]=3)=[CH:8][C:7]=2[C:35]([F:38])([F:37])[F:36])[CH2:5][CH2:4][CH2:3][CH2:2]1.[Br-].[CH:40]1([Zn+])[CH2:43][CH2:42][CH2:41]1>C1COCC1.CC(C)([P](C(C)(C)C)([Pd][P](C(C)(C)C)(C(C)(C)C)C(C)(C)C)C(C)(C)C)C>[CH:40]1([C:15]2[C:14]3[CH:13]=[C:12]([O:11][CH2:10][C:9]4[CH:33]=[CH:34][C:6]([CH:1]5[CH2:5][CH2:4][CH2:3][CH2:2]5)=[C:7]([C:35]([F:38])([F:37])[F:36])[CH:8]=4)[CH:20]=[CH:19][C:18]=3[N:17]3[CH2:21][CH2:22][CH:23]([CH2:24][C:25]([O:27][C:28]([CH3:30])([CH3:29])[CH3:31])=[O:26])[C:16]=23)[CH2:43][CH2:42][CH2:41]1 |f:1.2,^1:52,58|. Reported procedure: tert-Butyl 2-(7-(4-cyclopentyl-3-(trifluoromethyl)benzyloxy)-9-iodo-2,3-dihydro-1H-pyrrolo[1,2-a]indol-1-yl)acetate (50 mg, 0.078 mmol) was dissolved in THF (1.0 mL) in a heavy walled sealed microwave tube (0.5-2.0 mL) under N2. Cyclobutylzinc(II) bromide (0.156 mL, 0.078 mmol) and bis(tri-t-butylphosphine)palladium(0) (3.60 mg, 7.04 μmol) were added. The reaction mixture was heated to 70° C. for 2 h, quenched with saturated NaHCO3 and filtered through Celite®. The filtrate was then extracted wi... Starting materials: [Al+3], CCOCC, [H-], [H-], [H-], [H-], [Li+], COC(=O)C1CN2CCC1CC2, O. Yields the product OCC1CN2CCC1CC2. Reaction SMILES: [Al+3:2].[CH3:20][CH2:21][O:22][CH2:23][CH3:24].[H-:1].[H-:4].[H-:5].[H-:6].[Li+:3].[N:7]12[CH2:8][CH:9]([C:15](=[O:16])[O:17][CH3:18])[CH:10]([CH2:11][CH2:12]1)[CH2:13][CH2:14]2.[OH2:19]>>[N:7]12[CH2:8][CH:9]([CH2:15][OH:16])[CH:10]([CH2:11][CH2:12]1)[CH2:13][CH2:14]2.